From a dataset of the Open Reaction Database (ORD), a public repository of structured organic reaction records. describe an organic reaction: reactants, conditions, products, and yield Reactants: N(=O)[O-].[Na+] (NaNO2), N1C(NCC1)=O (2-imidazolidinone), C(C1=CC=CC=C1)=O (benzaldehyde). Reagents/catalysts: [Zn] (zinc). Solvent: OS(=O)(=O)O (H2SO4). Conditions: temperature 0 celsius, time 2 hour. Yields the product C1(=CC=CC=C1)C=NN1C(NCC1)=O (1-[(phenylmethylene)amino]-2-imidazolidinone). The yield is 87.0%. Reaction SMILES: [NH:1]1[CH2:5][CH2:4][NH:3][C:2]1=[O:6].[N:7]([O-])=O.[Na+].[CH:11](=O)[C:12]1[CH:17]=[CH:16][CH:15]=[CH:14][CH:13]=1>OS(O)(=O)=O.[Zn]>[C:12]1([CH:11]=[N:7][N:1]2[CH2:5][CH2:4][NH:3][C:2]2=[O:6])[CH:17]=[CH:16][CH:15]=[CH:14][CH:13]=1 |f:1.2|. Procedure: A stirring solution of 65 g (0.75 mole) of 2-imidazolidinone in 2000 ml of 2 N H2SO4 is cooled to SAC. A 53 g (0.77 mole) portion of NaNO2 is added portionwise, over a 15 minute period, maintaining the temperature at 0° C. The resulting mixture is stirred at 0° C. for 2 hours. A 108 g (1.65 mole) portion of zinc dust is added portionwise, over a 1 hour period, maintaining the temperature at 0° C. The reaction is stirred at 0° C. for 0.5 hour and then at ambient temperature for 1 hour. The excess...